This data is from the Open Reaction Database (ORD), a public repository of structured organic reaction records. The task is: describe an organic reaction: reactants, conditions, products, and yield Reactants: BrC(C)C1=CC=NC=2N1N=CN2 (7-(1-bromoethyl)-1,2,4-triazolo[1,5-a]pyrimidine), CSC1=CC=C(C=C1)O (4-(methylthio)phenol), [H-].[Na+] (sodium hydride). Run in COCCOC (1,2-dimethoxyethane), COCCOC (1,2-dimethoxyethane), COCCOC (1,2-dimethoxyethane). Run at time 30 minute. Product: CSC1=CC=C(OC(C)C2=CC=NC=3N2N=CN3)C=C1 (7-{1-[4-(methylthio)phenoxy]ethyl}-1,2,4-triazolo[1,5-a]pyrimidine). RXN SMILES: [CH3:1][S:2][C:3]1[CH:8]=[CH:7][C:6]([OH:9])=[CH:5][CH:4]=1.[H-].[Na+].Br[CH:13]([C:15]1[N:20]2[N:21]=[CH:22][N:23]=[C:19]2[N:18]=[CH:17][CH:16]=1)[CH3:14]>COCCOC>[CH3:1][S:2][C:3]1[CH:8]=[CH:7][C:6]([O:9][CH:13]([C:15]2[N:20]3[N:21]=[CH:22][N:23]=[C:19]3[N:18]=[CH:17][CH:16]=2)[CH3:14])=[CH:5][CH:4]=1 |f:1.2|. Reported procedure: A solution of 4-(methylthio)phenol (2.80 g) in dry 1,2-dimethoxyethane was added slowly to a stirred suspension of sodium hydride (0.87 g) in dry 1,2-dimethoxyethane (50 ml). The mixture was stirred for 30 minutes, then a solution of 7-(1-bromoethyl)-1,2,4-triazolo[1,5-a]pyrimidine (4.54 g, prepared in a similar manner to that described in Example 6 above) in dry 1,2-dimethoxyethane (150 ml) was added dropwise. The reaction mixture was stirred overnight at room temperature. The sodium bromide wa... Yields the product C(=O)(OCC)C(C\C=C(\CC\C=C(\CCC=C(C)C)/C)/C)P(OCC)(OCC)=O (Diethyl (E,E)-1-carboethoxy-4,8,12-trimethyl-3,7,11-tridecatrienylphosphonate). Reaction SMILES: [H-].[Na+].[CH2:3]([O:5][P:6]([CH2:11][C:12]([O:14][CH2:15][CH3:16])=[O:13])([O:8][CH2:9][CH3:10])=[O:7])[CH3:4].[CH2:17](Br)[CH:18]=[C:19]([CH2:21][CH2:22][CH:23]=[C:24]([CH2:26][CH2:27][CH:28]=[C:29]([CH3:31])[CH3:30])[CH3:25])[CH3:20]>CN(C)C=O>[C:12]([CH:11]([P:6](=[O:7])([O:5][CH2:3][CH3:4])[O:8][CH2:9][CH3:10])[CH2:17]/[CH:18]=[C:19](\[CH3:20])/[CH2:21][CH2:22]/[CH:23]=[C:24](\[CH3:25])/[CH2:26][CH2:27][CH:28]=[C:29]([CH3:31])[CH3:30])([O:14][CH2:15][CH3:16])=[O:13] |f:0.1|. Conditions: time 10 minute. Reported procedure: 0.59 g of 55% sodium hydride was suspended in 5 ml of N,N-dimethylformamide in a nitrogen atmosphere, followed by the dropwise addition thereto of 5 ml of a solution of 3.0 g of ethyl diethylphosphonoacetate in N,N-dimethylformamide at room temperature. The obtained mixture was stirred for 10 minutes. 5 ml of a solution of 4.5 g of farnesyl bromide in N,N-dimethylformamide was added to the resulting mixture at room temperature. The obtained mixture was further stirred for one hour, followed by t... Yield: 45.3%. The reactants are solution, C(C=C(C)CCC=C(C)CCC=C(C)C)Br (farnesyl bromide), [H-].[Na+] (sodium hydride), solution, C(C)OP(=O)(OCC)CC(=O)OCC (ethyl diethylphosphonoacetate), ice water. The solvent is CN(C=O)C (N,N-dimethylformamide), CN(C=O)C (N,N-dimethylformamide), CN(C=O)C (N,N-dimethylformamide).